Dataset: the Open Reaction Database (ORD), a public repository of structured organic reaction records. Task: describe an organic reaction: reactants, conditions, products, and yield The reactants are O=C([O-])[O-], CN(C)C=O, [Cs+], [Cs+], COc1cc(C=O)ccc1F, Nc1ccc(O)cc1[N+](=O)[O-]. Product: COc1cc(C=O)ccc1Oc1ccc(N)c([N+](=O)[O-])c1. Reaction SMILES: [C:23](=[O:24])([O-:25])[O-:26].[CH3:29][N:30]([CH3:31])[CH:32]=[O:33].[Cs+:27].[Cs+:28].[F:12][c:13]1[c:14]([O:21][CH3:22])[cH:15][c:16]([CH:17]=[O:18])[cH:19][cH:20]1.[NH2:1][c:2]1[c:3]([N+:9](=[O:10])[O-:11])[cH:4][c:5]([OH:8])[cH:6][cH:7]1>>[NH2:1][c:2]1[c:3]([N+:9](=[O:10])[O-:11])[cH:4][c:5]([O:8][c:13]2[c:14]([O:21][CH3:22])[cH:15][c:16]([CH:17]=[O:18])[cH:19][cH:20]2)[cH:6][cH:7]1. Reactants: CCOC(=O)N1CCc2[nH]c3ccccc3c2C1, ClCCl, [Na+], [OH-], O, O=S(=O)(Cl)c1ccccc1. The product is CCOC(=O)N1CCc2c(c3ccccc3n2S(=O)(=O)c2ccccc2)C1. Reaction SMILES: [CH2:1]([CH3:2])[O:3][C:4](=[O:5])[N:6]1[CH2:7][c:8]2[c:9]([nH:10][c:11]3[cH:12][cH:13][cH:14][cH:15][c:16]23)[CH2:17][CH2:18]1.[CH2:31]([Cl:32])[Cl:33].[Na+:20].[OH-:19].[OH2:34].[c:21]1([S:27](=[O:28])(=[O:29])[Cl:30])[cH:22][cH:23][cH:24][cH:25][cH:26]1>>[CH2:1]([CH3:2])[O:3][C:4](=[O:5])[N:6]1[CH2:7][c:8]2[c:9]([n:10]([S:27]([c:21]3[cH:22][cH:23][cH:24][cH:25][cH:26]3)(=[O:28])=[O:29])[c:11]3[cH:12][cH:13][cH:14][cH:15][c:16]23)[CH2:17][CH2:18]1. Starting materials: CCOC(=O)CC1OB(O)c2cc(O)cc(CBr)c21, CC#N, [N-]=[N+]=[N-], [Na+], O. Product: CCOC(=O)CC1OB(O)c2cc(O)cc(CN=[N+]=[N-])c21. As a reaction SMILES: [CH2:1]([CH3:2])[O:3][C:4]([CH2:5][CH:6]1[c:7]2[c:8]([cH:12][c:13]([OH:18])[cH:14][c:15]2[CH2:16][Br:17])[B:9]([OH:11])[O:10]1)=[O:19].[CH3:24][C:25]#[N:26].[N-:21]=[N+:22]=[N-:23].[Na+:20].[OH2:27]>>[CH2:1]([CH3:2])[O:3][C:4]([CH2:5][CH:6]1[c:7]2[c:8]([cH:12][c:13]([OH:18])[cH:14][c:15]2[CH2:16][N:21]=[N+:22]=[N-:23])[B:9]([OH:11])[O:10]1)=[O:19].